From a dataset of the Open Reaction Database (ORD), a public repository of structured organic reaction records. describe an organic reaction: reactants, conditions, products, and yield The reactants are C(#N)C1=CC=C(C=C1)B(O)O (4-Cyanophenylboronic acid), Cl.BrC1=CC=NC=C1 (4-bromopyridine hydrochloride), C([O-])([O-])=O.[Na+].[Na+] (sodium carbonate). Reagents/catalysts: [Pd] (palladium-on-carbon). The solvent is C(C)O (ethanol), O (water). The product is N1=CC=C(C=C1)C1=CC=C(C#N)C=C1 (4-(4-pyridyl)benzonitrile), solid. RXN SMILES: [C:1]([C:3]1[CH:8]=[CH:7][C:6](B(O)O)=[CH:5][CH:4]=1)#[N:2].Cl.Br[C:14]1[CH:19]=[CH:18][N:17]=[CH:16][CH:15]=1.C(=O)([O-])[O-].[Na+].[Na+]>C(O)C.O.[Pd]>[N:17]1[CH:18]=[CH:19][C:14]([C:6]2[CH:7]=[CH:8][C:3]([C:1]#[N:2])=[CH:4][CH:5]=2)=[CH:15][CH:16]=1 |f:1.2,3.4.5|. Procedure details: 4-Cyanophenylboronic acid (1.49 g, 10 mmol), 4-bromopyridine hydrochloride (1.97 g, 10 mmol), 10% palladium-on-carbon (322 mg) and anhydrous sodium carbonate (2.15 g, 20 mmol) were refluxed in a mixture of ethanol (12 mL) and water (3 mL), overnight under an atmosphere of argon. The reaction mixture was filtered through diatomaceous earth, then concentrated in vacuo. The resulting white solid was separated between ethyl acetate (3×100 mL) and water (100 mL). The combined organic layers were drie... Starting materials: C(C1=CC=CC=C1)N (benzylamine), BrCCC=CC (5-bromopent-2-ene). The product is C(C1=CC=CC=C1)NCCC=CC (5-benzylamino-2-pentene). Reaction SMILES: [CH2:1]([NH2:8])[C:2]1[CH:7]=[CH:6][CH:5]=[CH:4][CH:3]=1.Br[CH2:10][CH2:11][CH:12]=[CH:13][CH3:14]>>[CH2:1]([NH:8][CH2:14][CH2:13][CH:12]=[CH:11][CH3:10])[C:2]1[CH:7]=[CH:6][CH:5]=[CH:4][CH:3]=1. Reported procedure: Reaction of benzylamine with 5-bromopent-2-ene gives 5-benzylamino-2-pentene, which can be condensed with the half-ester of malonic acid, as described in Section XXVIII. Subsequent diazo transfer and cycloaddition, according to Section XXVIII, provides ethyl 3-benzyloxycarbonyl-7-methyl-2-oxo-3-azabicyclo[4.1.0]heptane-1-carboxylate. Processing of this compound as in Section XXXVIII provides the desired trisubstituted compound. Reactants: Cl (hydrochloric acid), N1=CC=CC=C1 (pyridine), O(C1=CC=CC=C1)C=1SC(=CN1)CO ((2-phenoxy-5-thiazolyl)-methanol), CC1([C@@H]([C@@H]1C=C(Br)Br)C(=O)Cl)C ((1R,3R) 2,2-dimethyl-3-[2,2-dibromoethenyl]-cyclopropane-1-carboxylic acid chloride). Solvent: C1=CC=CC=C1 (benzene). Conditions: temperature 20 celsius, time 8 hour. Product: CC1([C@@H]([C@@H]1C=C(Br)Br)C(=O)OCC1=CN=C(S1)OC1=CC=CC=C1)C ((2-phenoxy-5-thiazolyl)-methyl (1R3R) 2,2-dimethyl-3-[2,2-dibromoethenyl]-cyclopropane-1-carboxylate). Reaction SMILES: N1C=CC=CC=1.[O:7]([C:14]1[S:15][C:16]([CH2:19][OH:20])=[CH:17][N:18]=1)[C:8]1[CH:13]=[CH:12][CH:11]=[CH:10][CH:9]=1.[CH3:21][C:22]1([CH3:32])[C@@H:24]([CH:25]=[C:26]([Br:28])[Br:27])[C@H:23]1[C:29](Cl)=[O:30].Cl>C1C=CC=CC=1>[CH3:21][C:22]1([CH3:32])[C@@H:24]([CH:25]=[C:26]([Br:27])[Br:28])[C@H:23]1[C:29]([O:20][CH2:19][C:16]1[S:15][C:14]([O:7][C:8]2[CH:9]=[CH:10][CH:11]=[CH:12][CH:13]=2)=[N:18][CH:17]=1)=[O:30]. Reported procedure: 3 ml of pyridine were added dropwise at 5° C. to a solution of 2.1 gof the product of Step B in 50 ml of benzene and 3.5 g of (1R,3R) 2,2-dimethyl-3-[2,2-dibromoethenyl]-cyclopropane-1-carboxylic acid chloride and the mixture was stirred at 20° C. for 8 hours and was poured into aqueous 2N hydrochloric acid. The decanted organic phase was dried and evaporated to dryness under reduced pressure. The residue was chromatographed over silica gel and eluted with a 95-5 benzene-ethyl acetate mixture to... Reaction conditions: temperature -78 celsius, time 5 minute. Solvent: C1CCOC1 (THF), C1CCOC1 (THF). The product is C(=O)(OC(C)(C)C)N[C@@H]([C@@H](CO)C1=CC=C(C=C1)C(F)(F)F)CN(C(=O)OC(C)(C)C)C=1SC(=CN1)Br ((2S,3S)-3-(Boc)amino-4-(5-bromothiazol-2-yl(Boc)amino)-2-(4-(trifluoromethyl)phenyl)butan-1-ol). Reported procedure: (2S,3S)-3-(Boc)amino-4-(5-bromothiazol-2-yl(Boc)amino)-2-(4-(trifluoromethyl)phenyl)butyl pivalate (0.66 g, 0.95 mmol) was taken up in 10 mL of THF and chilled to −78° C. Super hydride, 1M in THF (2.4 mL, 2.4 mmol) was added. The mixture was stirred for 5 minutes and then warmed to 0° C. The mixture was stirred for 15 minutes and then quenched with 5 mL of EtOAc. The mixture was diluted with 10 mL of aqueous NH4Cl and partitioned in a separatory funnel. The aqueous portion was extracted twice wi... Reactants: C(C(C)(C)C)(=O)OC[C@H]([C@@H](CN(C(=O)OC(C)(C)C)C=1SC(=CN1)Br)NC(=O)OC(C)(C)C)C1=CC=C(C=C1)C(F)(F)F ((2S,3S)-3-(Boc)amino-4-(5-bromothiazol-2-yl(Boc)amino)-2-(4-(trifluoromethyl)phenyl)butyl pivalate), 82646-5-1, [Li+].[B-](CC)(CC)CC (Super hydride). RXN SMILES: C([O:7][CH2:8][C@@H:9]([C:34]1[CH:39]=[CH:38][C:37]([C:40]([F:43])([F:42])[F:41])=[CH:36][CH:35]=1)[C@H:10]([NH:26][C:27]([O:29][C:30]([CH3:33])([CH3:32])[CH3:31])=[O:28])[CH2:11][N:12]([C:20]1[S:21][C:22]([Br:25])=[CH:23][N:24]=1)[C:13]([O:15][C:16]([CH3:19])([CH3:18])[CH3:17])=[O:14])(=O)C(C)(C)C.[Li+].[B-](CC)(CC)CC>C1COCC1>[C:27]([NH:26][C@H:10]([CH2:11][N:12]([C:20]1[S:21][C:22]([Br:25])=[CH:23][N:24]=1)[C:13]([O:15][C:16]([CH3:17])([CH3:18])[CH3:19])=[O:14])[C@H:9]([C:34]1[CH:39]=[CH:38][C:37]([C:40]([F:41])([F:42])[F:43])=[CH:36][CH:35]=1)[CH2:8][OH:7])([O:29][C:30]([CH3:31])([CH3:32])[CH3:33])=[O:28] |f:1.2,^1:44|. Isolated yield 87.9%. Starting materials: C(Cl)Cl (methylene chloride), [OH-].[Na+] (sodium hydroxide), C(C)(=O)C=1C=CC=C2CCCN(C12)N=O (8-acetyl-1-nitroso-1,2,3,4-tetrahydroquinoline), C(C1=CC=CC=C1)=O (benzaldehyde). Run in O (water), O (water), C(C)O (ethanol). Run at temperature 10 celsius, time 1 hour. Product: C1(=CC=CC=C1)C=CC(=O)C=1C=CC=C2CCCN(C12)N=O (8-(3-phenyl-2-propen-1-on-1-yl)-1-nitroso-1,2,3,4-tetrahydroquinoline). Isolated yield 105.0%. Reaction SMILES: [OH-].[Na+].[C:3]([C:6]1[CH:7]=[CH:8][CH:9]=[C:10]2[C:15]=1[N:14]([N:16]=[O:17])[CH2:13][CH2:12][CH2:11]2)(=[O:5])[CH3:4].[CH:18](=O)[C:19]1[CH:24]=[CH:23][CH:22]=[CH:21][CH:20]=1.C(Cl)Cl>O.C(O)C>[C:19]1([CH:18]=[CH:4][C:3]([C:6]2[CH:7]=[CH:8][CH:9]=[C:10]3[C:15]=2[N:14]([N:16]=[O:17])[CH2:13][CH2:12][CH2:11]3)=[O:5])[CH:24]=[CH:23][CH:22]=[CH:21][CH:20]=1 |f:0.1|. Procedure: 20 g (0.5 mol) of sodium hydroxide were dissolved in 120 ml of water. A cold solution of 109 g (0.5 mol) of 8-acetyl-1-nitroso-1,2,3,4-tetrahydroquinoline and 53 g (0.5 mol) of benzaldehyde in 300 ml of ethanol was added at 0°-5° C. The mixture was stirred at 10° C. for 1 hour, 600 ml of methylene chloride were then added and the mixture was stirred for 1 hour at 10°-20° C. 500 ml of water were then added, the organic layer was separated, dried, and the solvent was distilled off. 153.5 g of crud... The reactants are C1COCCO1, ClCCl, Cl, CC(C)(C)OC(=O)N1CC=C(c2n[nH]c3ncc4c(c23)CCN(C(=O)Nc2ccccc2)C4)CC1. Product: [Cl-], O=C(Nc1ccccc1)N1CCc2c(cnc3[nH]nc(C4=CC[NH2+]CC4)c23)C1. As a reaction SMILES: [CH2:40]1[O:41][CH2:42][CH2:43][O:44][CH2:45]1.[Cl:37][CH2:38][Cl:39].[ClH:36].[c:1]1([NH:7][C:8](=[O:9])[N:10]2[CH2:11][CH2:12][c:13]3[c:14]4[c:15]([n:16][cH:17][c:18]3[CH2:19]2)[nH:20][n:21][c:22]4[C:23]2=[CH:24][CH2:25][N:26]([C:29]([O:30][C:31]([CH3:32])([CH3:33])[CH3:34])=[O:35])[CH2:27][CH2:28]2)[cH:2][cH:3][cH:4][cH:5][cH:6]1>>[Cl-:36].[c:1]1([NH:7][C:8](=[O:9])[N:10]2[CH2:11][CH2:12][c:13]3[c:14]4[c:15]([n:16][cH:17][c:18]3[CH2:19]2)[nH:20][n:21][c:22]4[C:23]2=[CH:24][CH2:25][NH2+:26][CH2:27][CH2:28]2)[cH:2][cH:3][cH:4][cH:5][cH:6]1.